From a dataset of the Open Reaction Database (ORD), a public repository of structured organic reaction records. describe an organic reaction: reactants, conditions, products, and yield Reactants: ClC=1C2=C(N=CN1)C=NC(=C2)Cl (4,6-Dichloro-pyrido[3,4-d]pyrimidine), FC1=CC=C(COC2=CC=C(N)C=C2)C=C1 (4-(4-fluorobenzyloxy)aniline). Solvent: C(C)#N (acetonitrile). Yields the product ClC1=CC2=C(N=CN=C2NC2=CC=C(C=C2)OCC2=CC=C(C=C2)F)C=N1 ((6-Chloropyrido[3,4-d]pyrimidin-4-yl)-(4-(4-fluorobenzyloxy)-phenyl)-amine). As a reaction SMILES: Cl[C:2]1[C:3]2[CH:11]=[C:10]([Cl:12])[N:9]=[CH:8][C:4]=2[N:5]=[CH:6][N:7]=1.[F:13][C:14]1[CH:28]=[CH:27][C:17]([CH2:18][O:19][C:20]2[CH:26]=[CH:25][C:23]([NH2:24])=[CH:22][CH:21]=2)=[CH:16][CH:15]=1>C(#N)C>[Cl:12][C:10]1[N:9]=[CH:8][C:4]2[N:5]=[CH:6][N:7]=[C:2]([NH:24][C:23]3[CH:22]=[CH:21][C:20]([O:19][CH2:18][C:17]4[CH:27]=[CH:28][C:14]([F:13])=[CH:15][CH:16]=4)=[CH:26][CH:25]=3)[C:3]=2[CH:11]=1. Reported procedure: 4,6-Dichloro-pyrido[3,4-d]pyrimidine (1 g) and 4-(4-fluorobenzyloxy)aniline (1.08 g) in acetonitrile (70 ml) were reacted together as in Procedure A. The product was collected by filtration as a yellow solid (1.83 g); m/z 381 (M+1)+. Reactants: SC1=NNC=N1 (3-Mercapto-1,2,4-triazole), [Na] (sodium), C(CC)Br (propyl bromide). Solvent: C(C)O (ethanol). Product: C(CC)SC1=NNC=N1 (3-propylthio-1,2,4-triazole). Reaction SMILES: [SH:1][C:2]1[N:6]=[CH:5][NH:4][N:3]=1.[Na].[CH2:8](Br)[CH2:9][CH3:10]>C(O)C>[CH2:8]([S:1][C:2]1[N:6]=[CH:5][NH:4][N:3]=1)[CH2:9][CH3:10] |^1:6|. Reported procedure: 3-Mercapto-1,2,4-triazole (20.2 g.) was added to a solution of 4.8 g. sodium in 150 ml. absolute ethanol. When dissolution was complete 24.6 g. propyl bromide was added. The stirred mixture was gradually heated to boiling under reflux, refluxed for 1 hour, cooled to room temperature and filtered. The filtrate was distilled to dryness under reduced pressure and the residue was dissolved in ether. The resulting solution was filtered, dried over anhydrous sodium sulphate and distilled under reduced... The reactants are BrN1C(CCC1=O)=O (N-Bromosuccinimide), ClC1=CC=C(C=C1)C=1NC(=CC1C(F)(F)F)C(F)(F)F (2-(p-chlorophenyl)-3,5-bis(trifluoromethyl)pyrrole). The solvent is O1CCCC1 (tetrahydrofuran). Reaction conditions: time 8 hour. The product is BrC1=C(NC(=C1C(F)(F)F)C1=CC=C(C=C1)Cl)C(F)(F)F (3-Bromo-5-(p-chlorophenyl)-2,4-bis(trifluoromethyl)pyrrole). Isolated yield 38.3%. As a reaction SMILES: [Br:1]N1C(=O)CCC1=O.[Cl:9][C:10]1[CH:15]=[CH:14][C:13]([C:16]2[NH:17][C:18]([C:25]([F:28])([F:27])[F:26])=[CH:19][C:20]=2[C:21]([F:24])([F:23])[F:22])=[CH:12][CH:11]=1>O1CCCC1>[Br:1][C:19]1[C:20]([C:21]([F:22])([F:23])[F:24])=[C:16]([C:13]2[CH:12]=[CH:11][C:10]([Cl:9])=[CH:15][CH:14]=2)[NH:17][C:18]=1[C:25]([F:28])([F:26])[F:27]. Reported procedure: N-Bromosuccinimide (0.9 g, 5 mmol) is added to a solution of 2-(p-chlorophenyl)-3,5-bis(trifluoromethyl)pyrrole (0.78 g, 2.5 mmol) and tetrahydrofuran (50 mL). The reaction mixture is stirred at room temperature overnight then concentrated in vacuo to give a solid. The solid is chromatographed using silica gel and 20% ethyl acetate in hexanes as eluant to yield the title compound as a light green solid (0.376 g, mp 71°-75° C., 38%). The reactants are FC1=C(C=C(C(=C1)[N+](=O)[O-])F)CC(=O)O ((2,5-difluoro-4-nitrophenyl)acetic acid), CC(=O)O (HOAc). Reagents/catalysts: [Pd] (Pd/C). The solvent is CCOC(=O)C (EtOAc). Reaction conditions: time 3 hour. Product: NC1=CC(=C(C=C1F)CC(=O)O)F ((4-amino-2,5-difluorophenyl)acetic acid). RXN SMILES: [F:1][C:2]1[CH:7]=[C:6]([N+:8]([O-])=O)[C:5]([F:11])=[CH:4][C:3]=1[CH2:12][C:13]([OH:15])=[O:14].CC(O)=O>CCOC(C)=O.[Pd]>[NH2:8][C:6]1[C:5]([F:11])=[CH:4][C:3]([CH2:12][C:13]([OH:15])=[O:14])=[C:2]([F:1])[CH:7]=1. Procedure: To a solution of (2,5-difluoro-4-nitrophenyl)acetic acid (440 mg, 2.03 mmol) in 20 ml of EtOAc was added HOAc (121 mg, 2.03 mmol) and 200 mg of Pd/C was stirred at room temperature under H2 atmosphere for 3 hours. The reaction mixture was filtrated and concentrated to give (4-amino-2,5-difluorophenyl)acetic acid. Starting materials: OO (hydrogen peroxide), ClC1=C(C(=O)NC2=CC=CC=3C4=C(OC32)CCSC4)C(=CC=C1)Cl (6-(2,6-dichlorobenzoylamino)-3,4-dihydro-1H-thiopyrano-[4,3-b]benzofuran), O (water). Solvent: FC(C(=O)O)(F)F (trifluoroacetic acid), FC(C(=O)O)(F)F (trifluoroacetic acid). Reaction conditions: time 30 minute. Product: ClC1=C(C(=O)NC2=CC=CC=3C4=C(OC32)CCS(C4)=O)C(=CC=C1)Cl (6-(2,6-dichlorobenzoylamino)-3,4-dihydro-1H-thiopyrano[4, 3-b]-benzofuran 2-oxide). As a reaction SMILES: [OH:1]O.[Cl:3][C:4]1[CH:25]=[CH:24][CH:23]=[C:22]([Cl:26])[C:5]=1[C:6]([NH:8][C:9]1[C:17]2[O:16][C:15]3[CH2:18][CH2:19][S:20][CH2:21][C:14]=3[C:13]=2[CH:12]=[CH:11][CH:10]=1)=[O:7].O>FC(F)(F)C(O)=O>[Cl:26][C:22]1[CH:23]=[CH:24][CH:25]=[C:4]([Cl:3])[C:5]=1[C:6]([NH:8][C:9]1[C:17]2[O:16][C:15]3[CH2:18][CH2:19][S:20](=[O:1])[CH2:21][C:14]=3[C:13]=2[CH:12]=[CH:11][CH:10]=1)=[O:7]. Procedure details: A solution of hydrogen peroxide in trifluoroacetic acid (1M, 0.32 ml) wa s added to a solution of 6-(2,6-dichlorobenzoylamino)-3,4-dihydro-1H-thiopyrano-[4,3-b]benzofuran (120 mg) in trifluoroacetic acid (2.5 ml) at 4° C. The mixture was stirred at ambient temperature for 30 minutes and to the mixture was added water. The separated solid was collected and dried. The obtained solid was suspended in hot ethanol and to the mixture was added water. The mixture was cooled and the separated solid was ... The reactants are COCCCN1CCC(CC1)C(=O)N (1-[3-(Methyloxy)propyl]-4-piperidinecarboxamide), [H-].[Al+3].[Li+].[H-].[H-].[H-] (lithium aluminum hydride), O (water), [OH-].[Na+] (sodium hydroxide), O (water). The solvent is O1CCCC1 (tetrahydrofuran), O1CCCC1 (tetrahydrofuran). Conditions: temperature 40 celsius, time 1.5 hour. Yields the product COCCCN1CCC(CC1)CN ({1-[3-(Methyloxy)propyl]-4-piperidinyl}methylamine). The yield is 96.8%. Reaction SMILES: [H-].[Al+3].[Li+].[H-].[H-].[H-].[CH3:7][O:8][CH2:9][CH2:10][CH2:11][N:12]1[CH2:17][CH2:16][CH:15]([C:18]([NH2:20])=O)[CH2:14][CH2:13]1.O.[OH-].[Na+]>O1CCCC1>[CH3:7][O:8][CH2:9][CH2:10][CH2:11][N:12]1[CH2:13][CH2:14][CH:15]([CH2:18][NH2:20])[CH2:16][CH2:17]1 |f:0.1.2.3.4.5,8.9|. Reported procedure: To a suspension of lithium aluminum hydride (3.32 g, 70.0 mmol) in tetrahydrofuran (200 ml) was added dropwise a solution of 1-[3-(methyloxy)propyl]-4-piperidinecarboxamide (step 1, 7.00 g, 35.0 mmol) in tetrahydrofuran (50 ml) at 0° C. over 15 minutes. The mixture was stirred at 0° C. for 30 min and at 40° C. for 1.5 h. After cooling to 0° C., water (3.3 ml), 15% aqueous sodium hydroxide (3.3 ml) and water (10 ml) were carefully added dropwise. The resulting mixture was filtered through a pad o...